Dataset: the Open Reaction Database (ORD), a public repository of structured organic reaction records. Task: describe an organic reaction: reactants, conditions, products, and yield Starting materials: CCO, CCCc1ccc2c(Cl)ccnc2n1, CC(=O)Nc1cccc(Sc2ccc(C)cc2N)c1. Yields the product CCCc1ccc2c(Nc3cc(C)ccc3Sc3cccc(NC(C)=O)c3)ccnc2n1. Reaction SMILES: [CH3:34][CH2:35][OH:36].[Cl:1][c:2]1[c:3]2[cH:4][cH:5][c:6]([CH2:12][CH2:13][CH3:14])[n:7][c:8]2[n:9][cH:10][cH:11]1.[NH2:15][c:16]1[c:17]([S:23][c:24]2[cH:25][c:26]([NH:30][C:31]([CH3:32])=[O:33])[cH:27][cH:28][cH:29]2)[cH:18][cH:19][c:20]([CH3:22])[cH:21]1>>[c:2]1([NH:15][c:16]2[c:17]([S:23][c:24]3[cH:25][c:26]([NH:30][C:31]([CH3:32])=[O:33])[cH:27][cH:28][cH:29]3)[cH:18][cH:19][c:20]([CH3:22])[cH:21]2)[c:3]2[cH:4][cH:5][c:6]([CH2:12][CH2:13][CH3:14])[n:7][c:8]2[n:9][cH:10][cH:11]1. Starting materials: C(C)S(=O)(=O)N(C)S(=O)(=O)NC(OC1=CC=CC=C1)=O (phenyl (N-ethylsulfonyl-N-methylamino)sulfonylcarbamate), C1(=CC=CC=C1)C (toluene), NC1=NC(=CC(=N1)OCC)OCC (2-amino-4,6-diethoxypyrimidine). Reaction conditions: temperature 110 celsius. Product: C(C)S(=O)(=O)N(CC)S(=O)(=O)NC(=O)NC1=NC(=CC(=N1)OCC)OCC (1-[(N-Ethylsulfonyl-N-ethylamino)sulfonyl]-3-(4,6-diethoxy-2-pyrimidyl)urea). Yield: 95.3%. As a reaction SMILES: [CH2:1]([S:3]([N:6]([S:8]([NH:11][C:12](=[O:20])OC1C=CC=CC=1)(=[O:10])=[O:9])[CH3:7])(=[O:5])=[O:4])[CH3:2].[NH2:21][C:22]1[N:27]=[C:26]([O:28][CH2:29][CH3:30])[CH:25]=[C:24]([O:31][CH2:32][CH3:33])[N:23]=1.[C:34]1(C)C=CC=CC=1>>[CH2:1]([S:3]([N:6]([S:8]([NH:11][C:12]([NH:21][C:22]1[N:23]=[C:24]([O:31][CH2:32][CH3:33])[CH:25]=[C:26]([O:28][CH2:29][CH3:30])[N:27]=1)=[O:20])(=[O:9])=[O:10])[CH2:7][CH3:34])(=[O:4])=[O:5])[CH3:2]. Procedure: 65.2 g of phenyl (N-ethylsulfonyl-N-methylamino)sulfonylcarbamate are dissolved in 700 ml of toluene, 36.6 g of 2-amino-4,6-diethoxypyrimidine are added at room temperature, and the mixture is heated at 110° C. for 2 hours. After cooling to room temperature, the precipitate is filtered at 0° C. and washed with 200 ml of toluene. 82.6 g of the desired product of a purity of 98.1% are obtained, which corresponds to a yield of 95.3% of theory. Starting materials: CCCCN(CC)c1ncnc2c(N3CCS(=O)CC3)nc(Cl)nc12, NCCO. Yields the product CCCCN(CC)c1ncnc2c(N3CCS(=O)CC3)nc(NCCO)nc12. RXN SMILES: [CH2:1]([CH3:2])[N:3]([c:4]1[n:5][cH:6][n:7][c:8]2[c:9]1[n:10][c:11]([Cl:21])[n:12][c:13]2[N:14]1[CH2:15][CH2:16][S:17](=[O:20])[CH2:18][CH2:19]1)[CH2:22][CH2:23][CH2:24][CH3:25].[OH:26][CH2:27][CH2:28][NH2:29]>>[CH2:1]([CH3:2])[N:3]([c:4]1[n:5][cH:6][n:7][c:8]2[c:9]1[n:10][c:11]([NH:29][CH2:28][CH2:27][OH:26])[n:12][c:13]2[N:14]1[CH2:15][CH2:16][S:17](=[O:20])[CH2:18][CH2:19]1)[CH2:22][CH2:23][CH2:24][CH3:25]. Reactants: CCCCCCN(CCO)S(=O)(=O)c1cccc2cnccc12, ClC(Cl)Cl, Cl, Cc1ccc(S(=O)(=O)Cl)cc1, c1ccncc1. Yields the product CCCCCCN(CCOS(=O)(=O)c1ccc(C)cc1)S(=O)(=O)c1cccc2cnccc12. As a reaction SMILES: [CH2:7]([CH2:8][CH2:9][CH2:10][CH2:11][CH3:12])[N:13]([S:14](=[O:15])(=[O:16])[c:17]1[c:18]2[cH:19][cH:20][n:21][cH:22][c:23]2[cH:24][cH:25][cH:26]1)[CH2:27][CH2:28][OH:29].[CH:42]([Cl:43])([Cl:44])[Cl:45].[ClH:41].[c:30]1([CH3:40])[cH:31][cH:32][c:33]([S:36](=[O:37])(=[O:38])[Cl:39])[cH:34][cH:35]1.[cH:1]1[cH:2][cH:3][n:4][cH:5][cH:6]1>>[CH2:7]([CH2:8][CH2:9][CH2:10][CH2:11][CH3:12])[N:13]([S:14](=[O:15])(=[O:16])[c:17]1[c:18]2[cH:19][cH:20][n:21][cH:22][c:23]2[cH:24][cH:25][cH:26]1)[CH2:27][CH2:28][O:29][S:36]([c:33]1[cH:32][cH:31][c:30]([CH3:40])[cH:35][cH:34]1)(=[O:37])=[O:38].